Dataset: the Open Reaction Database (ORD), a public repository of structured organic reaction records. Task: describe an organic reaction: reactants, conditions, products, and yield Starting materials: C(=O)(OC(C)(C)C)C(C1=NC(=NO1)C=1N=CN2C1[C@H]1N(C(C3=C2C=CC(=C3)F)=O)CC1)N ((S)-1-[5-(BOC-aminomethyl)-1,2,4-oxadiazol-3-yl]-7-fluoro-12,12a-dihydro-9H,11H-azeto[2,1-c]imidazo[1,5-a][1,4]benzodiazepin-9-one). Run in FC(C(=O)O)(F)F (trifluoroacetic acid). Yields the product NCC1=NC(=NO1)C=1N=CN2C1[C@H]1N(C(C3=C2C=CC(=C3)F)=O)CC1 ((S)-1-(5-aminomethyl-1,2,4-oxadiazol-3-yl)-7-fluoro-12,12a-dihydro-9H,11H-azeto[2,1-c]imidazo[1,5-a][1,4]benzodiazepin-9-one). The yield is 81.4%. Reaction SMILES: C([CH:8]([NH2:32])[C:9]1[O:13][N:12]=[C:11]([C:14]2[N:15]=[CH:16][N:17]3[C:23]4[CH:24]=[CH:25][C:26]([F:28])=[CH:27][C:22]=4[C:21](=[O:29])[N:20]4[CH2:30][CH2:31][C@H:19]4[C:18]=23)[N:10]=1)(OC(C)(C)C)=O>FC(F)(F)C(O)=O>[NH2:32][CH2:8][C:9]1[O:13][N:12]=[C:11]([C:14]2[N:15]=[CH:16][N:17]3[C:23]4[CH:24]=[CH:25][C:26]([F:28])=[CH:27][C:22]=4[C:21](=[O:29])[N:20]4[CH2:30][CH2:31][C@H:19]4[C:18]=23)[N:10]=1. Procedure details: 4.40 g (10 mmol) of (S)-1-[5-(BOC-aminomethyl)-1,2,4-oxadiazol-3-yl]-7-fluoro-12,12a-dihydro-9H,11H-azeto[2,1-c]imidazo[1,5-a][1,4]benzodiazepin-9-one were stirred for 2 hours in 20 ml of trifluoroacetic acid. The solution was concentrated, the residue was taken up in water and the aqueous solution was washed twice with methylene chloride. The aqueous phase was made alkaline with 25% ammonia and extracted seven times with methylene chloride. After drying and evaporating the combined organic phas...